describe an organic reaction: reactants, conditions, products, and yield From a dataset of the Open Reaction Database (ORD), a public repository of structured organic reaction records. Yields the product C(C)(C)(C)[Si](OCC1=C(C(Cl)C=2C=CC3=C(N(N=N3)C)C2)C=CC(=C1)Cl)(C)C (6-[2-(t-butyldimethyl-silyloxy)methyl-α,4-dichlorobenzyl]-1-methyl-1H-benzotriazole). Reactants: [Si](C)(C)(C(C)(C)C)OCC1=C(C=CC(=C1)Cl)C(O)C=1C=CC2=C(N(N=N2)C)C1 (α-[2-(t-butyldimethylsilyloxy)methyl-4-chlorophenyl]-1-methyl-1H-benzotriazole-6-methanol), N1=CC=CC=C1 (pyridine), S(=O)(Cl)Cl (thionyl chloride). Procedure: To the solution of α-[2-(t-butyldimethylsilyloxy)methyl-4-chlorophenyl]-1-methyl-1H-benzotriazole-6-methanol (0.5 g) from Example 75 and pyridine (0.11 ml) in methylene chloride (5 ml) was added thionyl chloride (0.1 ml) at 0° C. the mixture was stirred for 30 minutes. The reaction solution was diluted with methylene chloride (5 ml),and sequentially washed with water and saturated sodium chloride solution. The organic layer was dried over anhydrous sodium sulfate, and the solvent was removed und... Run in C(Cl)Cl (methylene chloride), C(Cl)Cl (methylene chloride). Reaction conditions: time 30 minute. RXN SMILES: [Si:1]([O:8][CH2:9][C:10]1[CH:15]=[C:14]([Cl:16])[CH:13]=[CH:12][C:11]=1[CH:17]([C:19]1[CH:20]=[CH:21][C:22]2[N:26]=[N:25][N:24]([CH3:27])[C:23]=2[CH:28]=1)O)([C:4]([CH3:7])([CH3:6])[CH3:5])([CH3:3])[CH3:2].N1C=CC=CC=1.S(Cl)([Cl:37])=O>C(Cl)Cl>[C:4]([Si:1]([CH3:3])([CH3:2])[O:8][CH2:9][C:10]1[CH:15]=[C:14]([Cl:16])[CH:13]=[CH:12][C:11]=1[CH:17]([C:19]1[CH:20]=[CH:21][C:22]2[N:26]=[N:25][N:24]([CH3:27])[C:23]=2[CH:28]=1)[Cl:37])([CH3:7])([CH3:6])[CH3:5]. Reactants: C1CCOC1, COC(C(=O)N1CCOC(c2cc(Cl)cc(Cl)c2)C1)c1ccccc1, Cl. Product: Clc1cc(Cl)cc(C2CNCCO2)c1. RXN SMILES: [CH2:27]1[O:28][CH2:29][CH2:30][CH2:31]1.[Cl:1][c:2]1[cH:3][c:4]([CH:9]2[O:10][CH2:11][CH2:12][N:13]([C:15](=[O:16])[CH:17]([O:18][CH3:19])[c:20]3[cH:21][cH:22][cH:23][cH:24][cH:25]3)[CH2:14]2)[cH:5][c:6]([Cl:8])[cH:7]1.[ClH:26]>>[Cl:1][c:2]1[cH:3][c:4]([CH:9]2[O:10][CH2:11][CH2:12][NH:13][CH2:14]2)[cH:5][c:6]([Cl:8])[cH:7]1.